This data is from the Open Reaction Database (ORD), a public repository of structured organic reaction records. The task is: describe an organic reaction: reactants, conditions, products, and yield Reactants: [N+](=O)([O-])C1=C(C=C(C=C1)OC)OC(C)C (1-nitro-4-methoxy-2-(propan-2-yloxy)benzene), [H][H] (hydrogen). The reagents and catalysts are [Pt]=O (platinum oxide). Solvent: CO (methanol). Product: COC1=CC(=C(N)C=C1)OC(C)C (4-methoxy-2-(propan-2-yloxy)aniline). The yield is 101.6%. RXN SMILES: [N+:1]([C:4]1[CH:9]=[CH:8][C:7]([O:10][CH3:11])=[CH:6][C:5]=1[O:12][CH:13]([CH3:15])[CH3:14])([O-])=O.[H][H]>CO.[Pt]=O>[CH3:11][O:10][C:7]1[CH:8]=[CH:9][C:4]([NH2:1])=[C:5]([O:12][CH:13]([CH3:15])[CH3:14])[CH:6]=1. Procedure details: A solution of 5.0 g of 1-nitro-4-methoxy-2-(propan-2-yloxy)benzene in 300 ml of methanol is hydrogenated on 2.5 g of platinum oxide at a hydrogen pressure of 15 bar, for 2 h at ambient temperature. The mixture is filtered and the filtrate is concentrated to dryness under reduced pressure, so as to obtain 4.36 g of 4-methoxy-2-(propan-2-yloxy)aniline. Reactants: [N+](=O)([O-])C1=C(C=CC=C1)C1=CC=C(O1)C#N (5-(2-nitrophenyl)-2-furonitrile), C[O-].[Na+] (sodium methoxide). The solvent is CO (methanol). Conditions: time 2 hour. The product is [N+](=O)([O-])C1=C(C=CC=C1)C1=CC=C(O1)C(OC)=N (methyl 5-(2-nitrophenyl)-2-furancarboximidate). The yield is 1331.1%. RXN SMILES: [N+:1]([C:4]1[CH:9]=[CH:8][CH:7]=[CH:6][C:5]=1[C:10]1[O:14][C:13]([C:15]#[N:16])=[CH:12][CH:11]=1)([O-:3])=[O:2].[CH3:17][O-:18].[Na+]>CO>[N+:1]([C:4]1[CH:9]=[CH:8][CH:7]=[CH:6][C:5]=1[C:10]1[O:14][C:13]([C:15](=[NH:16])[O:18][CH3:17])=[CH:12][CH:11]=1)([O-:3])=[O:2] |f:1.2|. Reported procedure: A mixture of 5-(2-nitrophenyl)-2-furonitrile (92 g, 0.43 mole) and anhydrous methanol (1000 ml) was heated to 55° and sodium methoxide (1.5 g) was added. The steam bath was removed, the solution was stirred for 2 hours and stored overnight at room temperature. The solution was poured into ice water (1000 ml) and stirred for 1 hour. The product was collected by filtration and air dried to yield 91 g (86%) of methyl 5-(2-nitrophenyl)-2-furancarboximidate. A sample was recrystallized from isopropan...